The task is: describe an organic reaction: reactants, conditions, products, and yield. This data is from the Open Reaction Database (ORD), a public repository of structured organic reaction records. The reactants are O=S1(CCN(CC1)CC1=CC=C(C=C1)NC(=O)C1=CC=C(C=C1)C1=C(C=CC(=C1)C(NO)=N)C)=O (5′-(N-Hydroxycarbamimidoyl)-2′-methyl-biphenyl-4-carboxylic acid [4-(1,1-dioxo-1lambda*6*-thiomorpholin-4-ylmethyl)-phenyl]-amide), C1(CC1)C(=O)Cl (cyclopropylcarbonyl chloride). Product: O=S1(CCN(CC1)CC1=CC=C(C=C1)NC(=O)C1=CC=C(C=C1)C1=C(C=CC(=C1)C1=NOC(=N1)C1CC1)C)=O (5′-(5-Cyclopropyl-[1,2,4]oxadiazol-3-yl)-2′-methyl-biphenyl-4-carboxylic acid [4-(1,1-dioxo-1lambda*6*-thiomorpholin-4-ylmethyl)-phenyl]-amide). As a reaction SMILES: [O:1]=[S:2]1(=[O:35])[CH2:7][CH2:6][N:5]([CH2:8][C:9]2[CH:14]=[CH:13][C:12]([NH:15][C:16]([C:18]3[CH:23]=[CH:22][C:21]([C:24]4[CH:29]=[C:28]([C:30](=[NH:33])[NH:31][OH:32])[CH:27]=[CH:26][C:25]=4[CH3:34])=[CH:20][CH:19]=3)=[O:17])=[CH:11][CH:10]=2)[CH2:4][CH2:3]1.[CH:36]1([C:39](Cl)=O)[CH2:38][CH2:37]1>>[O:35]=[S:2]1(=[O:1])[CH2:7][CH2:6][N:5]([CH2:8][C:9]2[CH:14]=[CH:13][C:12]([NH:15][C:16]([C:18]3[CH:19]=[CH:20][C:21]([C:24]4[CH:29]=[C:28]([C:30]5[N:33]=[C:39]([CH:36]6[CH2:38][CH2:37]6)[O:32][N:31]=5)[CH:27]=[CH:26][C:25]=4[CH3:34])=[CH:22][CH:23]=3)=[O:17])=[CH:11][CH:10]=2)[CH2:4][CH2:3]1. Procedure details: 5′-(N-Hydroxycarbamimidoyl)-2′-methyl-biphenyl-4-carboxylic acid [4-(1,1-dioxo-1lambda*6*-thiomorpholin-4-ylmethyl)-phenyl]-amide (50 mg) and cyclopropylcarbonyl chloride (0.02 ml) was heated in a microwave at 150 C for 40 min. The solvent was then evaporated and the residue purified on silica gel. Gradient elution with 0-30% 20:8:1 CH2Cl2/EtOH/NH3 in CH2Cl2 gave the title compound as a white solid (24 mg). The reactants are Cc1cccc2c1nc(COc1ccc(Cl)cc1)n2CCC(C)C(=O)O, c1ccc2c(c1)CCNC2, CN(C)C=O, C(=NC1CCCCC1)=NC1CCCCC1, On1nnc2ccccc21. Product: Cc1cccc2c1nc(COc1ccc(Cl)cc1)n2CCC(C)C(=O)C1NCCc2ccccc21. RXN SMILES: [C:1](=[O:2])([OH:3])[CH:4]([CH2:5][CH2:6][n:7]1[c:8]([CH2:17][O:18][c:19]2[cH:20][cH:21][c:22]([Cl:25])[cH:23][cH:24]2)[n:9][c:10]2[c:11]1[cH:12][cH:13][cH:14][c:15]2[CH3:16])[CH3:26].[CH2:27]1[NH:28][CH2:29][CH2:30][c:31]2[cH:32][cH:33][cH:34][cH:35][c:36]21.[CH3:62][N:63]([CH3:64])[CH:65]=[O:66].[CH:47]1([N:48]=[C:49]=[N:50][CH:51]2[CH2:52][CH2:53][CH2:54][CH2:55][CH2:56]2)[CH2:57][CH2:58][CH2:59][CH2:60][CH2:61]1.[OH:37][n:38]1[c:39]2[cH:40][cH:41][cH:42][cH:43][c:44]2[n:45][n:46]1>>[C:1](=[O:2])([CH:4]([CH2:5][CH2:6][n:7]1[c:8]([CH2:17][O:18][c:19]2[cH:20][cH:21][c:22]([Cl:25])[cH:23][cH:24]2)[n:9][c:10]2[c:11]1[cH:12][cH:13][cH:14][c:15]2[CH3:16])[CH3:26])[CH:27]1[NH:28][CH2:29][CH2:30][c:31]2[cH:32][cH:33][cH:34][cH:35][c:36]21. RXN SMILES: [CH3:32][CH2:33][O:34][C:35](=[O:36])[CH3:37].[CH3:4][C:5]1([CH3:31])[CH:6]([C:12](=[O:13])[O:14][CH:15]([c:16]2[cH:17][c:18]([O:22][c:23]3[cH:24][cH:25][cH:26][cH:27][cH:28]3)[cH:19][cH:20][cH:21]2)[C:29]#[N:30])[CH:7]1[CH:8]=[C:9]([CH3:10])[CH3:11].[O-:1][O+:2]=[O:3]>>[O:1]=[CH:8][CH:7]1[C:5]([CH3:4])([CH3:31])[CH:6]1[C:12](=[O:13])[O:14][CH:15]([c:16]1[cH:17][c:18]([O:22][c:23]2[cH:24][cH:25][cH:26][cH:27][cH:28]2)[cH:19][cH:20][cH:21]1)[C:29]#[N:30]. Starting materials: CCOC(C)=O, CC(C)=CC1C(C(=O)OC(C#N)c2cccc(Oc3ccccc3)c2)C1(C)C, O=[O+][O-]. Yields the product CC1(C)C(C=O)C1C(=O)OC(C#N)c1cccc(Oc2ccccc2)c1. Starting materials: Cl.COC=1C=C(C=CC1OC)C=1C(C(N(N1)C1CCNCC1)=O)(C)C (5-(3,4-dimethoxyphenyl)-4,4-dimethyl-2-(piperidin-4-yl)-2,4-dihydro-3H-pyrazol-3-one hydrochloride), Cl.COC=1C=C(C=CC1OC)C=1C(C(N(N1)C1CCNCC1)=O)(C)C (5-(3,4-dimethoxyphenyl)-4,4-dimethyl-2-(piperidin-4-yl)-2,4-dihydro-3H-pyrazol-3-one hydrochloride), CN1C=CC2=CC(=CC=C12)S(=O)(=O)Cl (1-methyl-1H-indole-5-sulfonyl chloride). The product is COC=1C=C(C=CC1OC)C=1C(C(N(N1)C1CCN(CC1)S(=O)(=O)C=1C=C2C=CN(C2=CC1)C)=O)(C)C (5-(3,4-Dimethoxyphenyl)-4,4-dimethyl-2-{1-[(1-methyl-1H-indol-5-yl)sulfonyl]piperidin-4-yl}-2,4-dihydro-3H-pyrazol-3-one). Reaction SMILES: Cl.[CH3:2][O:3][C:4]1[CH:5]=[C:6]([C:12]2[C:13]([CH3:25])([CH3:24])[C:14](=[O:23])[N:15]([CH:17]3[CH2:22][CH2:21][NH:20][CH2:19][CH2:18]3)[N:16]=2)[CH:7]=[CH:8][C:9]=1[O:10][CH3:11].[CH3:26][N:27]1[C:35]2[C:30](=[CH:31][C:32]([S:36](Cl)(=[O:38])=[O:37])=[CH:33][CH:34]=2)[CH:29]=[CH:28]1>>[CH3:2][O:3][C:4]1[CH:5]=[C:6]([C:12]2[C:13]([CH3:25])([CH3:24])[C:14](=[O:23])[N:15]([CH:17]3[CH2:22][CH2:21][N:20]([S:36]([C:32]4[CH:31]=[C:30]5[C:35](=[CH:34][CH:33]=4)[N:27]([CH3:26])[CH:28]=[CH:29]5)(=[O:37])=[O:38])[CH2:19][CH2:18]3)[N:16]=2)[CH:7]=[CH:8][C:9]=1[O:10][CH3:11] |f:0.1|. Reported procedure: The title compound is prepared analogously as described for GP1 using 5-(3,4-dimethoxyphenyl)-4,4-dimethyl-2-(piperidin-4-yl)-2,4-dihydro-3H-pyrazol-3-one (compound B1) and 1-methyl-1H-indole-5-sulfonyl chloride as starting compounds. The crude product is purified by crystallization from EA and diethyl ether to yield the title compound.